Dataset: the Open Reaction Database (ORD), a public repository of structured organic reaction records. Task: describe an organic reaction: reactants, conditions, products, and yield The reactants are COC(=O)c1ccc(-c2ccccc2C)c(C(F)(F)F)c1, CCO, [Na+], [OH-], O. The product is Cc1ccccc1-c1ccc(C(=O)O)cc1C(F)(F)F. Reaction SMILES: [CH3:1][c:2]1[c:3](-[c:8]2[c:9]([C:18]([F:19])([F:20])[F:21])[cH:10][c:11]([C:14](=[O:15])[O:16][CH3:17])[cH:12][cH:13]2)[cH:4][cH:5][cH:6][cH:7]1.[CH3:24][CH2:25][OH:26].[Na+:23].[OH-:22].[OH2:27]>>[CH3:1][c:2]1[c:3](-[c:8]2[c:9]([C:18]([F:19])([F:20])[F:21])[cH:10][c:11]([C:14](=[O:15])[OH:16])[cH:12][cH:13]2)[cH:4][cH:5][cH:6][cH:7]1. The reactants are S(=O)(Cl)Cl (thionyl chloride), OCCC1CCN(CC1)C(CCC1=CC=CC=C1)=O (4-(2-hydroxyethyl)-1-(3-phenylpropionyl)piperidine). Solvent: C(Cl)(Cl)Cl (chloroform), C(Cl)(Cl)Cl (chloroform). Run at temperature 20 celsius. The product is ClCCC1CCN(CC1)C(CCC1=CC=CC=C1)=O (4-(2-chloroethyl)-1-(3-phenylpropionyl)piperidine). As a reaction SMILES: S(Cl)([Cl:3])=O.O[CH2:6][CH2:7][CH:8]1[CH2:13][CH2:12][N:11]([C:14](=[O:23])[CH2:15][CH2:16][C:17]2[CH:22]=[CH:21][CH:20]=[CH:19][CH:18]=2)[CH2:10][CH2:9]1>C(Cl)(Cl)Cl>[Cl:3][CH2:6][CH2:7][CH:8]1[CH2:13][CH2:12][N:11]([C:14](=[O:23])[CH2:15][CH2:16][C:17]2[CH:22]=[CH:21][CH:20]=[CH:19][CH:18]=2)[CH2:10][CH2:9]1. Procedure details: A solution of thionyl chloride (15.7 ml) in dry chloroform (100 ml) was added dropwise to a stirred solution of the product from Example 35 (51.1 g) in dry chloroform (500 ml) over 45 minutes, keeping the temperature between 0° C. and 5° C. The solution was allowed to warm to 20° C. with stirring and then heated under reflux for 2.5 hours. The mixture was cooled to 20° C., washed (saturated sodium bicarbonate solution, water), dried, filtered and evaporated to give 4-(2-chloroethyl)-1-(3-phenylp... Reactants: C(CCC)[SnH](CCCC)CCCC (tri-n-butylstannane), CC(C)(C#N)N=NC(C)(C)C#N (AIBN), ON1C(C=CC=C1)=S (N-hydroxypyridine-2-thione), C(=O)(Cl)Cl (phosgene), C(CCCCCCCCCCCCCCCCC)(=O)O (stearic acid), [F-].[K+] (potassium fluoride), II (iodine). Run in C1=CC=CC=C1 (benzene), C1=CC=CC=C1 (benzene), C1=CC=CC=C1 (benzene), C1=CC=CC=C1 (benzene), N1=CC=CC=C1 (pyridine), ClC(Cl)(Cl)Cl (tetrachloromethane). Yields the product CCCCCCCCCCCCCCCCC (n-heptadecane). The yield is 70.0%. RXN SMILES: ON1C=CC=CC1=S.C(Cl)(Cl)=O.[C:13](O)(=O)[CH2:14][CH2:15][CH2:16][CH2:17][CH2:18][CH2:19][CH2:20][CH2:21][CH2:22][CH2:23][CH2:24][CH2:25][CH2:26][CH2:27][CH2:28][CH2:29]C.C([SnH](CCCC)CCCC)CCC.CC(N=NC(C#N)(C)C)(C#N)C.II.[F-].[K+]>C1C=CC=CC=1.ClC(Cl)(Cl)Cl.N1C=CC=CC=1>[CH3:29][CH2:28][CH2:27][CH2:26][CH2:25][CH2:24][CH2:23][CH2:22][CH2:21][CH2:20][CH2:19][CH2:18][CH2:17][CH2:16][CH2:15][CH2:14][CH3:13] |f:6.7|. Procedure details: 140 mg (1.1 mmol) of N-hydroxypyridine-2-thione in 5 ml of benzene are added dropwise at room temperature under an atmosphere of nitrogen to a solution of 120 mg (1.2 mmol) of phosgene in 5 ml of benzene, and this leads to the instantaneous precipitation of a white solid. 286 mg (1 mmol) of stearic acid and 0.5 ml of pyridine are added in 5 ml of benzene, and the reaction medium is taken to reflux for 4 hours. 3 mmol of tri-n-butylstannane in 5 ml of benzene with 10 mg of AIBN are added to the r...